Dataset: the Open Reaction Database (ORD), a public repository of structured organic reaction records. Task: describe an organic reaction: reactants, conditions, products, and yield The reactants are CCO, CNc1ncc(-c2ccncc2)cc1[N+](=O)[O-]. Yields the product CNc1ncc(-c2ccncc2)cc1N. RXN SMILES: [CH3:18][CH2:19][OH:20].[CH3:1][NH:2][c:3]1[n:4][cH:5][c:6](-[c:12]2[cH:13][cH:14][n:15][cH:16][cH:17]2)[cH:7][c:8]1[N+:9]([O-:10])=[O:11]>>[CH3:1][NH:2][c:3]1[n:4][cH:5][c:6](-[c:12]2[cH:13][cH:14][n:15][cH:16][cH:17]2)[cH:7][c:8]1[NH2:9]. Reactants: Cc1ccccc1, CCOC(C)=O, CC(C)N1CCNCC1, CCN(C(C)C)C(C)C, [Cl-], Cn1c(C(=O)O)cnc1Cl, CN1CC[NH+](C)C1Cl. The product is CC(C)N1CCN(C(=O)c2cnc(Cl)n2C)CC1. Reaction SMILES: [CH3:29][c:30]1[cH:31][cH:32][cH:33][cH:34][cH:35]1.[CH3:45][CH2:46][O:47][C:48]([CH3:49])=[O:50].[CH:11]([CH3:12])([CH3:13])[N:14]1[CH2:15][CH2:16][NH:17][CH2:18][CH2:19]1.[CH:36]([N:37]([CH2:38][CH3:39])[CH:40]([CH3:41])[CH3:42])([CH3:43])[CH3:44].[Cl-:20].[Cl:1][c:2]1[n:3][cH:4][c:5]([C:8](=[O:9])[OH:10])[n:6]1[CH3:7].[Cl:21][CH:22]1[N:23]([CH3:24])[CH2:25][CH2:26][NH+:27]1[CH3:28]>>[Cl:1][c:2]1[n:3][cH:4][c:5]([C:8](=[O:10])[N:17]2[CH2:16][CH2:15][N:14]([CH:11]([CH3:12])[CH3:13])[CH2:19][CH2:18]2)[n:6]1[CH3:7]. The reactants are COC1=NC=C(C=C1C(=O)OC)[N+](=O)[O-] (2-Methoxy-3-carbomethoxy-5-nitropyridine), CO (methanol), [H][H] (hydrogen). The reagents and catalysts are [OH-].[OH-].[Pd+2] (Pearlman's catalyst). The solvent is C(Cl)Cl.CO (CH2Cl2 MeOH). Run at time 2 hour. The product is COC1=NC=C(C=C1C(=O)OC)N (2-Methoxy-3-carbomethoxy-5-aminopyridine). The yield is 93.3%. RXN SMILES: [CH3:1][O:2][C:3]1[C:8]([C:9]([O:11][CH3:12])=[O:10])=[CH:7][C:6]([N+:13]([O-])=O)=[CH:5][N:4]=1.CO.[H][H]>[OH-].[OH-].[Pd+2].C(Cl)Cl.CO>[CH3:1][O:2][C:3]1[C:8]([C:9]([O:11][CH3:12])=[O:10])=[CH:7][C:6]([NH2:13])=[CH:5][N:4]=1 |f:3.4.5,6.7|. Procedure: 2-Methoxy-3-carbomethoxy-5-nitropyridine (850 mg, 4 mmol) was added to a medium pressure Parr shaker bottle (250 mL) containing 100 mg of 20% Pearlman's catalyst (palladium hydroxide/carbon) and 50 mL of methanol. The bottle was pressurized to 50 psi of hydrogen and shaken for 2 hours. By TLC, no starting material was observed (98/2 CH2Cl2 /MeOH). The catalyst was filtered off, the methanol was removed under reduced pressure and the product used in the next step without further purification. Rec... Reactants: O=C([O-])[O-], C=CCBr, CS(=O)(=O)Oc1ccc2c(c1)C13CCCCC1C(C2)NCC3, [Cl-], Cl, [K+], [K+], [Na+], CN(C)C=O. Yields the product C=CCN1CCC23CCCCC2C1Cc1ccc(OS(C)(=O)=O)cc13. RXN SMILES: [C:24](=[O:25])([O-:26])[O-:27].[CH2:30]([CH:31]=[CH2:32])[Br:33].[CH3:1][S:2](=[O:3])(=[O:4])[O:5][c:6]1[cH:7][cH:8][c:9]2[c:18]([cH:19]1)[C:17]13[CH:12]([CH:11]([CH2:10]2)[NH:22][CH2:21][CH2:20]1)[CH2:13][CH2:14][CH2:15][CH2:16]3.[Cl-:34].[ClH:23].[K+:28].[K+:29].[Na+:35].[O:36]=[CH:37][N:38]([CH3:39])[CH3:40]>>[CH3:1][S:2](=[O:3])(=[O:4])[O:5][c:6]1[cH:7][cH:8][c:9]2[c:18]([cH:19]1)[C:17]13[CH:12]([CH:11]([CH2:10]2)[N:22]([CH2:32][CH:31]=[CH2:30])[CH2:21][CH2:20]1)[CH2:13][CH2:14][CH2:15][CH2:16]3.